From a dataset of the Open Reaction Database (ORD), a public repository of structured organic reaction records. describe an organic reaction: reactants, conditions, products, and yield The product is CCOC(=O)C(=CNc1ccnn1CC)C(=O)OCC. As a reaction SMILES: [CH2:1]([CH3:2])[n:3]1[n:4][cH:5][cH:6][c:7]1[NH2:8].[CH2:9]([CH3:10])[O:11][C:12]([C:13]([C:14](=[O:15])[O:16][CH2:17][CH3:18])=[CH:19][O:20][CH2:21][CH3:22])=[O:23].[CH3:24][CH2:25][OH:26]>>[CH2:1]([CH3:2])[n:3]1[n:4][cH:5][cH:6][c:7]1[NH:8][CH:19]=[C:13]([C:12]([O:11][CH2:9][CH3:10])=[O:23])[C:14](=[O:15])[O:16][CH2:17][CH3:18]. Reactants: CCn1nccc1N, CCOC=C(C(=O)OCC)C(=O)OCC, CCO.